Task: describe an organic reaction: reactants, conditions, products, and yield. Dataset: the Open Reaction Database (ORD), a public repository of structured organic reaction records Starting materials: [Al+3], CCOCC, COc1ccccc1OC(C)C#N, [H-], [H-], [H-], [H-], [Li+]. Yields the product COc1ccccc1OC(C)CN. Reaction SMILES: [Al+3:15].[CH2:20]([O:21][CH2:22][CH3:23])[CH3:24].[CH3:1][O:2][c:3]1[c:4]([O:5][CH:6]([C:7]#[N:8])[CH3:9])[cH:10][cH:11][cH:12][cH:13]1.[H-:14].[H-:17].[H-:18].[H-:19].[Li+:16]>>[CH3:1][O:2][c:3]1[c:4]([O:5][CH:6]([CH2:7][NH2:8])[CH3:9])[cH:10][cH:11][cH:12][cH:13]1. The reactants are C(=O)(OCC)N1CC2=C(N(C=3C=CC(=CC23)Br)CCCCCCCC)CC1 (2-Carbethoxy-8-bromo-5-n-octyl-1,2,3,4-tetrahydropyrido[4,3-b]indole), [OH-].[K+] (potassium hydroxide). Run in C(C)O (ethanol). The product is BrC1=CC=2C3=C(N(C2C=C1)CCCCCCCC)CCNC3 (8-Bromo-5-n-octyl-1,2,3,4-tetrahydropyrido[4,3-b]indole). Yield: 74.5%. As a reaction SMILES: C([N:6]1[CH2:27][CH2:26][C:9]2[N:10]([CH2:18][CH2:19][CH2:20][CH2:21][CH2:22][CH2:23][CH2:24][CH3:25])[C:11]3[CH:12]=[CH:13][C:14]([Br:17])=[CH:15][C:16]=3[C:8]=2[CH2:7]1)(OCC)=O.[OH-].[K+]>C(O)C>[Br:17][C:14]1[CH:13]=[CH:12][C:11]2[N:10]([CH2:18][CH2:19][CH2:20][CH2:21][CH2:22][CH2:23][CH2:24][CH3:25])[C:9]3[CH2:26][CH2:27][NH:6][CH2:7][C:8]=3[C:16]=2[CH:15]=1 |f:1.2|. Reported procedure: To the solution of 2-carbethoxy-8-bromo-5-n-octyl-1,2,3,4-tetrahydropyrido[4,3-b]indole (4b) in ethanol was added the aqueous solution of potassium hydroxide. The mixture was refluxed for 16 h. The reaction mixture was concentrated to remove ethanol and extracted with DCM for three times (15 mL×3). The DCM layer was washed with brine, dried with Na2SO4, filtered and concentrated to give brow residue. This residue was purified by silica gel column chromatography to give yellow oil. Yield: 74.5%. Starting materials: CC(C)(C)OC(=O)N1CC2CNCC2C1, Cc1ccc(S(=O)(=O)OCCCNc2ccc(C#N)cc2)cc1, CC#N, [K+], [K+], O=C([O-])[O-]. Reaction SMILES: [CH2:24]1[N:25]([C:32](=[O:33])[O:34][C:35]([CH3:36])([CH3:37])[CH3:38])[CH2:26][CH:27]2[CH:28]1[CH2:29][NH:30][CH2:31]2.[CH3:1][c:2]1[cH:3][cH:4][c:5]([S:6]([O:7][CH2:12][CH2:13][CH2:14][NH:15][c:16]2[cH:17][cH:18][c:19]([C:22]#[N:23])[cH:20][cH:21]2)(=[O:8])=[O:9])[cH:10][cH:11]1.[CH3:45][C:46]#[N:47].[K+:39].[K+:40].[O-:41][C:42]([O-:43])=[O:44]>>[CH2:12]([CH2:13][CH2:14][NH:15][c:16]1[cH:17][cH:18][c:19]([C:22]#[N:23])[cH:20][cH:21]1)[N:30]1[CH2:29][CH:28]2[CH2:24][N:25]([C:32](=[O:33])[O:34][C:35]([CH3:36])([CH3:37])[CH3:38])[CH2:26][CH:27]2[CH2:31]1. The product is CC(C)(C)OC(=O)N1CC2CN(CCCNc3ccc(C#N)cc3)CC2C1. Starting materials: O=C1CN(C(=O)c2cc(-c3cccc(Cl)c3)c(-c3ccc(F)cc3)o2)CCN1, O=C(O)c1cc(-c2cc(F)cc(Cl)c2)c(-c2ccc(F)c(Cl)c2)o1, O=C(O)C(F)(F)F, O=C1CNCN1. Product: O=C1CN(C(=O)c2cc(-c3cc(F)cc(Cl)c3)c(-c3ccc(F)c(Cl)c3)o2)CN1. RXN SMILES: [Cl:1][c:2]1[cH:3][c:4](-[c:5]2[cH:6][c:7]([C:8](=[O:10])[N:22]3[CH2:9][CH2:26][NH:25][C:24](=[O:28])[CH2:23]3)[o:11][c:12]2-[c:13]2[cH:14][cH:15][c:16]([F:17])[cH:18][cH:19]2)[cH:20][cH:21][cH:27]1.[Cl:29][c:30]1[cH:31][c:32](-[c:37]2[c:38](-[c:45]3[cH:46][c:47]([Cl:52])[cH:48][c:49]([F:51])[cH:50]3)[cH:39][c:40]([C:42](=[O:43])[OH:44])[o:41]2)[cH:33][cH:34][c:35]1[F:36].[F:53][C:54]([F:55])([F:56])[C:57]([OH:58])=[O:59].[NH:60]1[CH2:61][C:62](=[O:63])[NH:64][CH2:65]1>>[N:22]1([C:42]([c:40]2[cH:39][c:38](-[c:45]3[cH:46][c:47]([Cl:52])[cH:48][c:49]([F:51])[cH:50]3)[c:37](-[c:32]3[cH:31][c:30]([Cl:29])[c:35]([F:36])[cH:34][cH:33]3)[o:41]2)=[O:43])[CH2:23][C:24](=[O:28])[NH:25][CH2:26]1. Reactants: CO, CC(=O)Cl, O=C(O)c1ccc([N+](=O)[O-])c(F)c1. Yields the product COC(=O)c1ccc([N+](=O)[O-])c(F)c1. As a reaction SMILES: [CH3:18][OH:19].[CH3:1][C:2](=[O:3])[Cl:4].[F:5][c:6]1[cH:7][c:8]([C:9](=[O:10])[OH:11])[cH:12][cH:13][c:14]1[N+:15](=[O:16])[O-:17]>>[CH3:1][O:11][C:9]([c:8]1[cH:7][c:6]([F:5])[c:14]([N+:15](=[O:16])[O-:17])[cH:13][cH:12]1)=[O:10]. Reactants: BrC1=CN=C2N1C=CC(=N2)C(F)(F)F (3-Bromo-7-trifluoromethylimidazo[1,2-α]pyrimidine), CC1(COB(OC1)C=1C(=C(C=CC1)C=1C(=CC(=CC1)F)C#N)C)C (3′-(5,5-dimethyl-[1,3,2]dioxaborinan-2-yl)-4-fluoro-2′-methylbiphenyl-2-carbonitrile). Product: FC=1C=C(C(=CC1)C1=C(C(=CC=C1)C1=CN=C2N1C=CC(=N2)C(F)(F)F)C)C#N (4-fluoro-2′-methyl-3′-(7-trifluoromethylimidazo[1,2-α]pyrimidin-3-yl)biphenyl-2-carbonitrile). RXN SMILES: Br[C:2]1[N:6]2[CH:7]=[CH:8][C:9]([C:11]([F:14])([F:13])[F:12])=[N:10][C:5]2=[N:4][CH:3]=1.CC1(C)COB([C:22]2[C:23]([CH3:37])=[C:24]([C:28]3[C:29]([C:35]#[N:36])=[CH:30][C:31]([F:34])=[CH:32][CH:33]=3)[CH:25]=[CH:26][CH:27]=2)OC1>>[F:34][C:31]1[CH:30]=[C:29]([C:35]#[N:36])[C:28]([C:24]2[CH:25]=[CH:26][CH:27]=[C:22]([C:2]3[N:6]4[CH:7]=[CH:8][C:9]([C:11]([F:14])([F:13])[F:12])=[N:10][C:5]4=[N:4][CH:3]=3)[C:23]=2[CH3:37])=[CH:33][CH:32]=1. Procedure: 3-Bromo-7-trifluoromethylimidazo[1,2-α]pyrimidine was coupled with 3′-(5,5-dimethyl-[1,3,2]dioxaborinan-2-yl)-4-fluoro-2′-methylbiphenyl-2-carbonitrile as described in Example 65 to give 4-fluoro-2′-methyl-3′-(7-trifluoromethylimidazo[1,2-α]pyrimidin-3-yl)biphenyl-2-carbonitrile as a white solid: δH (360 MHz, CDCl3) 1.94 (3H, s), 7.26 (1H, d, J 7), 7.40-7.51 (6H, m), 8.08 (1H, s), 8.35 (1H, d, J 7); m/z (ES+) 397 (M++H). The reactants are Cl (HCl), BrC=1C=C2C=CN(C2=CC1)C (5-bromo-1-methyl-1H-indole), solution, C(C(=O)Cl)(=O)Cl (oxalyl chloride), C1CCOC1 (THF), ice water, solution, CC[O-].[Na+] (NaOEt), CCO (EtOH), [H-].[Na+] (NaH), BrC=1C=C2C=CNC2=CC1 (5-bromo-indole), CN(C)C=O (DMF), CI (methyl iodide). Run in CCOCC (Et2O). Run at time 0.5 hour. Product: O1C=C(C2=C1C=CC=C2)C=2C(NC(C2C2=CN(C1=CC=C(C=C21)Br)C)=O)=O (3-Benzofuran-3-yl-4-(5-bromo-1-methyl-1H-indol-3-yl)-pyrrole-2,5-dione). The yield is 86.0%. RXN SMILES: Br[C:2]1[CH:3]=[C:4]2[C:8](=[CH:9][CH:10]=1)N[CH:6]=[CH:5]2.[H-].[Na+].CI.Cl.[Br:16][C:17]1[CH:18]=[C:19]2[C:23](=[CH:24][CH:25]=1)[N:22]([CH3:26])[CH:21]=[CH:20]2.[C:27](Cl)(=[O:31])[C:28](Cl)=O.C1C[O:36]CC1.CC[O-].[Na+].CCO.C[N:46]([CH:48]=[O:49])[CH3:47]>CCOCC>[O:31]1[C:27]2[CH:28]=[CH:2][CH:10]=[CH:9][C:8]=2[C:4]([C:5]2[C:47](=[O:36])[NH:46][C:48](=[O:49])[C:6]=2[C:20]2[C:19]3[C:23](=[CH:24][CH:25]=[C:17]([Br:16])[CH:18]=3)[N:22]([CH3:26])[CH:21]=2)=[CH:3]1 |f:1.2,8.9|. Procedure: To a solution of 5-bromo-indole (3.30 g, 11.73 mmol) in dry DMF (15 mL) cooled with an ice bath was added NaH (55% suspension in mineral oil, 1.02 g, 23.46 mmol), followed by methyl iodide (2.50 g, 17.60 mmol) after which the reaction mixture was allowed to warm to room temperature. After 6 h the reaction mixture was poured into ice-water; 1N HCl was added to adjust the pH to about 4, and the solution was extracted with ethyl acetate. The ethyl acetate extract was washed with water and brine, th... The reactants are [H-].[Na+] (sodium hydride), ClC1=CC=C(C=C1)C1=C(CNC=2N1N=CC2C(=O)N)C (7-(4-chlorophenyl)-4,5-dihydro-6-methylpyrazolo(1,5-a)pyrimidine-3-carboxamide), C(=S)(N1C=NC=C1)N1C=NC=C1 (1,1 '-thiocarbonyldiimidazole). The solvent is O1CCCC1 (tetrahydrofuran). Conditions: temperature -78 celsius, time 2 hour. Product: ClC1=CC=C(C=C1)C1=C(CN2C(NC(C=3C=NN1C32)=O)=S)C (8-(4-Chlorophenyl)- 4,5-dihydro-7-methyl-5-thioxo-3H, 6H-1,4,5a,8a-tetraazaacenaphthylen-3 one). Isolated yield 73.3%. Reaction SMILES: [Cl:1][C:2]1[CH:7]=[CH:6][C:5]([C:8]2[N:13]3[N:14]=[CH:15][C:16]([C:17]([NH2:19])=[O:18])=[C:12]3[NH:11][CH2:10][C:9]=2[CH3:20])=[CH:4][CH:3]=1.[H-].[Na+].[C:23](N1C=CN=C1)(N1C=CN=C1)=[S:24]>O1CCCC1>[Cl:1][C:2]1[CH:7]=[CH:6][C:5]([C:8]2[N:13]3[C:12]4[N:11]([C:23](=[S:24])[NH:19][C:17](=[O:18])[C:16]=4[CH:15]=[N:14]3)[CH2:10][C:9]=2[CH3:20])=[CH:4][CH:3]=1 |f:1.2|. Procedure details: A mixture of 5.0 g of 7-(4-chlorophenyl)-4,5-dihydro-6-methylpyrazolo(1,5-a)pyrimidine-3-carboxamide (Example 35) and 0.2 liters of dry tetrahydrofuran is stirred and cooled to -78° C. in a dry ice-acetone bath, then 1.43 g of sodium hydride (60 percent dispersion in mineral oil) is added in one portion. This mixture is stirred for 0.5 hours, then 3.19 g of 1,1 '-thiocarbonyldiimidazole is added and stirring is continued at -78° C. for 2 hours. The mixture is allowed to warm to room temperature ...